This data is from the Open Reaction Database (ORD), a public repository of structured organic reaction records. The task is: describe an organic reaction: reactants, conditions, products, and yield The reactants are CCCCC(=O)N(Cc1ccc(-c2ccccc2-c2nnn[nH]2)cc1)C(C(=O)OCc1ccccc1)C(C)C, CO, [H][H]. The product is CCCCC(=O)N(Cc1ccc(-c2ccccc2-c2nnn[nH]2)cc1)C(C(=O)O)C(C)C. As a reaction SMILES: [CH2:1]([c:2]1[cH:3][cH:4][cH:5][cH:6][cH:7]1)[O:8][C:9]([CH:10]([N:11]([C:12]([CH2:13][CH2:14][CH2:15][CH3:16])=[O:17])[CH2:18][c:19]1[cH:20][cH:21][c:22](-[c:25]2[c:26](-[c:31]3[n:32][n:33][n:34][nH:35]3)[cH:27][cH:28][cH:29][cH:30]2)[cH:23][cH:24]1)[CH:36]([CH3:37])[CH3:38])=[O:39].[CH3:42][OH:43].[H:40][H:41]>>[O:8]=[C:9]([CH:10]([N:11]([C:12]([CH2:13][CH2:14][CH2:15][CH3:16])=[O:17])[CH2:18][c:19]1[cH:20][cH:21][c:22](-[c:25]2[c:26](-[c:31]3[nH:32][n:33][n:34][n:35]3)[cH:27][cH:28][cH:29][cH:30]2)[cH:23][cH:24]1)[CH:36]([CH3:37])[CH3:38])[OH:39]. As a reaction SMILES: [CH2:1]([CH3:2])[O:3][C:4]([c:5]1[cH:6][cH:7][c:8]([C:11]#[C:12][c:13]2[cH:14][c:15]3[c:20]([cH:21][cH:22]2)[N:19]([CH:23]2[CH2:24][CH2:25]2)[CH2:18][CH2:17][C:16]3([CH3:26])[CH3:27])[cH:9][cH:10]1)=[O:28].[CH3:31][CH2:32][OH:33].[Na+:30].[OH-:29]>>[O:3]=[C:4]([c:5]1[cH:6][cH:7][c:8]([C:11]#[C:12][c:13]2[cH:14][c:15]3[c:20]([cH:21][cH:22]2)[N:19]([CH:23]2[CH2:24][CH2:25]2)[CH2:18][CH2:17][C:16]3([CH3:26])[CH3:27])[cH:9][cH:10]1)[OH:28]. Reactants: CCOC(=O)c1ccc(C#Cc2ccc3c(c2)C(C)(C)CCN3C2CC2)cc1, CCO, [Na+], [OH-]. Product: CC1(C)CCN(C2CC2)c2ccc(C#Cc3ccc(C(=O)O)cc3)cc21.